Dataset: the Open Reaction Database (ORD), a public repository of structured organic reaction records. Task: describe an organic reaction: reactants, conditions, products, and yield The reactants are NC1=NN=C(S1)S (5-amino-1,3,4-thiadiazole-2-thiol), C([O-])([O-])=O.[K+].[K+] (potassium carbonate), C1(=CC=CC=C1)C(C1=CC=CC=C1)OC(=O)C=1N2C([C@@H](C2CCC1Cl)NC(\C(=N/OC(C1=CC=CC=C1)(C1=CC=CC=C1)C1=CC=CC=C1)\C=1N=C(SC1Cl)N)=O)=O ((7R)-7-[(Z)-2-(2-amino-5-chlorothiazol-4-yl)-2-(triphenylmethoxyimino]acetamido]-3-chloro-8-oxo-1-aza-bicyclo[4.2.0]oct-2-ene-2-carboxylate diphenylmethyl ester). The solvent is CN(C=O)C (dimethylformamide). Conditions: time 18 hour. Product: C1(=CC=CC=C1)C(C1=CC=CC=C1)OC(=O)C=1N2C([C@@H](C2CCC1SC=1SC(=NN1)N)NC(\C(=N/OC(C1=CC=CC=C1)(C1=CC=CC=C1)C1=CC=CC=C1)\C=1N=C(SC1Cl)N)=O)=O ((7R)-7-[(Z)-2-(2-amino-5-chlorothiazol-4-yl)-2-(triphenylmethoxyimino]-acetamido]-3-[5-amino-1,3,4-thiadiazol-2-ylthio]-8-oxo-1-aza-bicyclo[4.2.0]oct-2-ene-2-carboxylate diphenylmethyl ester). The yield is 72.0%. As a reaction SMILES: [NH2:1][C:2]1[S:6][C:5]([SH:7])=[N:4][N:3]=1.C(=O)([O-])[O-].[K+].[K+].[C:14]1([CH:20]([O:27][C:28]([C:30]2[N:31]3[CH:34]([CH2:35][CH2:36][C:37]=2Cl)[C@@H:33]([NH:39][C:40](=[O:70])/[C:41](/[C:63]2[N:64]=[C:65]([NH2:69])[S:66][C:67]=2[Cl:68])=[N:42]\[O:43][C:44]([C:57]2[CH:62]=[CH:61][CH:60]=[CH:59][CH:58]=2)([C:51]2[CH:56]=[CH:55][CH:54]=[CH:53][CH:52]=2)[C:45]2[CH:50]=[CH:49][CH:48]=[CH:47][CH:46]=2)[C:32]3=[O:71])=[O:29])[C:21]2[CH:26]=[CH:25][CH:24]=[CH:23][CH:22]=2)[CH:19]=[CH:18][CH:17]=[CH:16][CH:15]=1>CN(C)C=O>[C:14]1([CH:20]([O:27][C:28]([C:30]2[N:31]3[CH:34]([CH2:35][CH2:36][C:37]=2[S:7][C:5]2[S:6][C:2]([NH2:1])=[N:3][N:4]=2)[C@@H:33]([NH:39][C:40](=[O:70])/[C:41](/[C:63]2[N:64]=[C:65]([NH2:69])[S:66][C:67]=2[Cl:68])=[N:42]\[O:43][C:44]([C:57]2[CH:58]=[CH:59][CH:60]=[CH:61][CH:62]=2)([C:51]2[CH:52]=[CH:53][CH:54]=[CH:55][CH:56]=2)[C:45]2[CH:50]=[CH:49][CH:48]=[CH:47][CH:46]=2)[C:32]3=[O:71])=[O:29])[C:21]2[CH:26]=[CH:25][CH:24]=[CH:23][CH:22]=2)[CH:19]=[CH:18][CH:17]=[CH:16][CH:15]=1 |f:1.2.3|. Reported procedure: To a solution of 5-amino-1,3,4-thiadiazole-2-thiol (0.6 g., 0.0045 mol) in dimethylformamide (25 mL) was added potassium carbonate (1.0 g, 0.0076 mol). The mixture was stirred for 1 hour at room temperature after which (7R)-7-[(Z)-2-(2-amino-5-chlorothiazol-4-yl)-2-(triphenylmethoxyimino]acetamido]-3-chloro-8-oxo-1-aza-bicyclo[4.2.0]oct-2-ene-2-carboxylate diphenylmethyl ester (3.2 g., 0.0039 mol) was added. Stirring was continued for 18 hours. The mixture was partitioned between ethyl acetate (... Reactants: CC(=O)Nc1cccc2c1CCC2CO, CC(=O)Nc1ccc2c(c1)CCC2CO, CS(=O)(=O)O, CS(=O)(=O)O, O=C(O)C1CCc2cc([N+](=O)[O-])c(Cl)cc21. Yields the product Nc1cccc2c1CCC2CO. RXN SMILES: [C:42](=[O:43])([CH3:44])[NH:45][c:46]1[c:47]2[c:51]([cH:52][cH:53][cH:54]1)[CH:50]([CH2:55][OH:56])[CH2:49][CH2:48]2.[C:6]([NH:7][c:8]1[cH:9][c:10]2[c:11]([cH:12][cH:13]1)[CH:14]([CH2:15][OH:16])[CH2:17][CH2:18]2)(=[O:19])[CH3:20].[CH3:1][S:2]([OH:3])(=[O:4])=[O:5].[CH3:37][S:38]([OH:39])(=[O:40])=[O:41].[Cl:21][c:22]1[cH:23][c:24]2[c:25]([cH:32][c:33]1[N+:34]([O-:35])=[O:36])[CH2:26][CH2:27][CH:28]2[C:29]([OH:30])=[O:31]>>[NH2:45][c:46]1[c:47]2[c:51]([cH:52][cH:53][cH:54]1)[CH:50]([CH2:55][OH:56])[CH2:49][CH2:48]2. Reactants: CC1=CC(=NC(=C1)CC(C)C)N1C(=CC=C1C)C (4-methyl-6-(2-methylpropyl)-2-(2,5-dimethylpyrrol-1-yl)pyridine), Cl.NO (hydroxylamine hydrochloride), [OH-].[K+] (potassium hydroxide). Run in C(C)O.O (ethanol water). Yields the product NC1=NC(=CC(=C1)C)CC(C)C (2-amino-4-methyl-6-(2-methylpropyl)pyridine). Reaction SMILES: [CH3:1][C:2]1[CH:7]=[C:6]([CH2:8][CH:9]([CH3:11])[CH3:10])[N:5]=[C:4]([N:12]2C(C)=CC=C2C)[CH:3]=1.Cl.NO.[OH-].[K+]>C(O)C.O>[NH2:12][C:4]1[CH:3]=[C:2]([CH3:1])[CH:7]=[C:6]([CH2:8][CH:9]([CH3:11])[CH3:10])[N:5]=1 |f:1.2,3.4,5.6|. Procedure: By analogy to Example 56, Step B, 4-methyl-6-(2-methylpropyl)-2-(2,5-dimethylpyrrol-1-yl)pyridine was treated with 4.6 equivalents of hydroxylamine hydrochloride and 2.8 equivalents of potassium hydroxide in refluxing ethanol/water to yield 2-amino-4-methyl-6-(2-methylpropyl)pyridine as a white solid. The reactants are O.NCC1=CC=C(C=C1)NC1=NNC2=NC=NC(=C21)NC2=CC(=CC=C2)Cl (3-(4-aminomethyl-phenylamino)-4-(3chloro-phenylamino)-1H-pyrazolo-[3,4-d]pyrimidine hydrate), COC=1C=C(C=CC1)N=C=O (3-methoxy-phenyl isocyanate). Run in C1CCOC1 (THF). Conditions: temperature 20 celsius, time 15 hour. The product is ClC=1C=C(C=CC1)NC1=C2C(=NC=N1)NN=C2NC2=CC=C(C=C2)CNC(=O)NC2=CC(=CC=C2)OC (4-(3-chloro-phenylamino)-3-{4-[(3-methoxy-phenyl-amino)-carbonylamino-methyl]-phenylamino}-1H-pyrazolo-[3,4-d]pyrimidine), monohydrate. RXN SMILES: O.[NH2:2][CH2:3][C:4]1[CH:9]=[CH:8][C:7]([NH:10][C:11]2[C:19]3[C:14](=[N:15][CH:16]=[N:17][C:18]=3[NH:20][C:21]3[CH:26]=[CH:25][CH:24]=[C:23]([Cl:27])[CH:22]=3)[NH:13][N:12]=2)=[CH:6][CH:5]=1.[CH3:28][O:29][C:30]1[CH:31]=[C:32]([N:36]=[C:37]=[O:38])[CH:33]=[CH:34][CH:35]=1>C1COCC1>[Cl:27][C:23]1[CH:22]=[C:21]([NH:20][C:18]2[N:17]=[CH:16][N:15]=[C:14]3[NH:13][N:12]=[C:11]([NH:10][C:7]4[CH:8]=[CH:9][C:4]([CH2:3][NH:2][C:37]([NH:36][C:32]5[CH:33]=[CH:34][CH:35]=[C:30]([O:29][CH3:28])[CH:31]=5)=[O:38])=[CH:5][CH:6]=4)[C:19]=23)[CH:26]=[CH:25][CH:24]=1 |f:0.1|. Reported procedure: A mixture of 115 mg (0.3 mmol) of 3-(4-aminomethyl-phenylamino)-4-(3chloro-phenylamino)-1H-pyrazolo-[3,4-d]pyrimidine hydrate (see Step 77.5), 0.041 ml (0.318 mmol) of 3-methoxy-phenyl isocyanate and 4 ml of THF is stirred at 20° C. for 15 hours and then concentrated by evaporation in vacuo. After recrystallization of the residue from ethyl acetate/hexane, 4-(3-chloro-phenylamino)-3-{4-[(3-methoxy-phenyl-amino)-carbonylamino-methyl]-phenylamino}-1H-pyrazolo-[3,4-d]pyrimidine is obtained in the f...